Dataset: the Open Reaction Database (ORD), a public repository of structured organic reaction records. Task: describe an organic reaction: reactants, conditions, products, and yield Starting materials: O=C([O-])[O-], COCCCCCOC1CCNCC1, N#Cc1ccc(F)cc1, [K+], [K+], CN(C)C=O, O. Product: COCCCCCOC1CCN(c2ccc(C#N)cc2)CC1. As a reaction SMILES: [C:24](=[O:25])([O-:26])[O-:27].[CH3:10][O:11][CH2:12][CH2:13][CH2:14][CH2:15][CH2:16][O:17][CH:18]1[CH2:19][CH2:20][NH:21][CH2:22][CH2:23]1.[F:1][c:2]1[cH:3][cH:4][c:5]([C:6]#[N:7])[cH:8][cH:9]1.[K+:28].[K+:29].[O:31]=[CH:32][N:33]([CH3:34])[CH3:35].[OH2:30]>>[c:2]1([N:21]2[CH2:20][CH2:19][CH:18]([O:17][CH2:16][CH2:15][CH2:14][CH2:13][CH2:12][O:11][CH3:10])[CH2:23][CH2:22]2)[cH:3][cH:4][c:5]([C:6]#[N:7])[cH:8][cH:9]1. Product: [Cl-].[Na+].S(=O)(=O)([O-])[O-].[Na+].[Na+] (sodium chloride sodium sulfate). As a reaction SMILES: [S:1]([O-:5])([O-:4])(=[O:3])=[O:2].[Na+:6].[Na+].[Cl-:8].[Na+]>>[Cl-:8].[Na+:6].[S:1]([O-:5])([O-:4])(=[O:3])=[O:2].[Na+:6].[Na+:6] |f:0.1.2,3.4,5.6.7.8.9|. Reactants: S(=O)(=O)([O-])[O-].[Na+].[Na+] (sodium sulfate), [Cl-].[Na+] (sodium chloride). Procedure: The present invention also makes use of the fact that the solubility of sodium sulfate decreases with increasing concentration of sodium chloride. Thus, sodium chloride/sodium sulfate solid mixture produced at high temperature can be added to the sodium sulfate feed source, such that the sodium chloride is completely dissolved. This decreases the solubility of sodium sulfate, whereby anhydrous sodium sulfate is precipitated out of solution as the only stable solid phase. Thus, the raw material i... Product: CC(C)(C)S(=O)CC(Cc1ccccc1)C(=O)O. As a reaction SMILES: [CH2:1]([CH3:2])[O:3][C:4]([CH:5]([CH2:6][S:7](=[O:8])[C:9]([CH3:10])([CH3:11])[CH3:12])[CH2:13][c:14]1[cH:15][cH:16][cH:17][cH:18][cH:19]1)=[O:20].[CH3:25][OH:26].[ClH:24].[Na+:23].[OH-:22].[OH2:21]>>[O:3]=[C:4]([CH:5]([CH2:6][S:7](=[O:8])[C:9]([CH3:10])([CH3:11])[CH3:12])[CH2:13][c:14]1[cH:15][cH:16][cH:17][cH:18][cH:19]1)[OH:20]. Reactants: CCOC(=O)C(Cc1ccccc1)CS(=O)C(C)(C)C, CO, Cl, [Na+], [OH-], O.